From a dataset of the Open Reaction Database (ORD), a public repository of structured organic reaction records. describe an organic reaction: reactants, conditions, products, and yield Starting materials: O=C([O-])[O-], CN1C(=O)CCC2(C)c3ccc(S)cc3CCC12, CCOC(C)=O, Clc1nc2c(Cl)cccc2s1, [K+], [K+], CN(C)C=O. Product: CN1C(=O)CCC2(C)c3ccc(Sc4nc5c(Cl)cccc5s4)cc3CCC12. As a reaction SMILES: [C:19](=[O:20])([O-:21])[O-:22].[CH3:1][N:2]1[C:3](=[O:18])[CH2:4][CH2:5][C:6]2([CH3:17])[c:7]3[c:8]([cH:12][c:13]([SH:16])[cH:14][cH:15]3)[CH2:9][CH2:10][CH:11]12.[CH3:41][CH2:42][O:43][C:44](=[O:45])[CH3:46].[Cl:25][c:26]1[s:27][c:28]2[c:29]([n:30]1)[c:31]([Cl:35])[cH:32][cH:33][cH:34]2.[K+:23].[K+:24].[O:36]=[CH:37][N:38]([CH3:39])[CH3:40]>>[CH3:1][N:2]1[C:3](=[O:18])[CH2:4][CH2:5][C:6]2([CH3:17])[c:7]3[c:8]([cH:12][c:13]([S:16][c:26]4[s:27][c:28]5[c:29]([n:30]4)[c:31]([Cl:35])[cH:32][cH:33][cH:34]5)[cH:14][cH:15]3)[CH2:9][CH2:10][CH:11]12. The reactants are CC(=O)O[BH-](OC(C)=O)OC(C)=O, CCOC(C)=O, CC(=O)O, O=Cc1cc(-n2nnnc2C(F)(F)F)ccc1OC1CC1, ClCCCl, Cl, NC1CCC2CCC1(c1ccccc1)N2, [Na+]. The product is FC(F)(F)c1nnnn1-c1ccc(OC2CC2)c(CNC2CCC3CCC2(c2ccccc2)N3)c1. Reaction SMILES: [C:37]([O:38][BH-:39]([O:40][C:41](=[O:42])[CH3:43])[O:44][C:45](=[O:46])[CH3:47])(=[O:48])[CH3:49].[CH3:56][CH2:57][O:58][C:59](=[O:60])[CH3:61].[CH3:62][C:63](=[O:64])[OH:65].[CH:16]1([O:19][c:20]2[c:21]([CH:22]=[O:23])[cH:24][c:25](-[n:28]3[n:29][n:30][n:31][c:32]3[C:33]([F:34])([F:35])[F:36])[cH:26][cH:27]2)[CH2:17][CH2:18]1.[Cl:52][CH2:53][CH2:54][Cl:55].[ClH:51].[NH2:1][CH:2]1[C:3]2([c:10]3[cH:11][cH:12][cH:13][cH:14][cH:15]3)[CH2:4][CH2:5][CH:6]([CH2:7][CH2:8]1)[NH:9]2.[Na+:50]>>[NH:1]([CH:2]1[C:3]2([c:10]3[cH:11][cH:12][cH:13][cH:14][cH:15]3)[CH2:4][CH2:5][CH:6]([CH2:7][CH2:8]1)[NH:9]2)[CH2:22][c:21]1[c:20]([O:19][CH:16]2[CH2:17][CH2:18]2)[cH:27][cH:26][c:25](-[n:28]2[n:29][n:30][n:31][c:32]2[C:33]([F:34])([F:35])[F:36])[cH:24]1. Reactants: FC1=C(C(=O)NC=2C=NNC2)C(=CC=C1)F (2,6-Difluoro-N-1H-pyrazol-4-ylbenzamide), ClC1=C(C(=O)NC=2C=NN(C2)CC2=C(C=C(C=C2)Cl)Cl)C(=CC=C1)Cl (2,6-Dichloro-N-{1-[(2,4-dichlorophenyl)methyl]-1H-pyrazol-4-yl}benzamide), [I-].[Na+] (sodium iodide), C([O-])([O-])=O.[K+].[K+] (potassium carbonate), BrCC1=C(C=CC(=C1)Cl)OCC1=CC=CC=C1 (2-(bromomethyl)-4-chloro-1-[(phenylmethyl)oxy]benzene), BrCC1=C(C=CC(=C1)Cl)OCC1=CC=CC=C1 (2-(bromomethyl)-4-chloro-1-[(phenylmethyl)oxy]benzene). The solvent is CN(C)C=O (DMF), CN(C)C=O (DMF). Run at time 8 hour. Yields the product ClC=1C=CC(=C(C1)CN1N=CC(=C1)NC(C1=C(C=CC=C1F)F)=O)OCC1=CC=CC=C1 (N-[1-({5-Chloro-2-[(phenylmethyl)oxy]phenyl}methyl)-1H-pyrazol-4-yl]-2,6-difluorobenzamide). Reaction SMILES: [F:1][C:2]1[CH:15]=[CH:14][CH:13]=[C:12]([F:16])[C:3]=1[C:4]([NH:6][C:7]1[CH:8]=[N:9][NH:10][CH:11]=1)=[O:5].ClC1C=CC=C(Cl)C=1C(NC1C=NN(CC2C=CC(Cl)=CC=2Cl)C=1)=O.[I-].[Na+].C(=O)([O-])[O-].[K+].[K+].Br[CH2:51][C:52]1[CH:57]=[C:56]([Cl:58])[CH:55]=[CH:54][C:53]=1[O:59][CH2:60][C:61]1[CH:66]=[CH:65][CH:64]=[CH:63][CH:62]=1>CN(C=O)C>[Cl:58][C:56]1[CH:55]=[CH:54][C:53]([O:59][CH2:60][C:61]2[CH:62]=[CH:63][CH:64]=[CH:65][CH:66]=2)=[C:52]([CH2:51][N:10]2[CH:11]=[C:7]([NH:6][C:4](=[O:5])[C:3]3[C:2]([F:1])=[CH:15][CH:14]=[CH:13][C:12]=3[F:16])[CH:8]=[N:9]2)[CH:57]=1 |f:2.3,4.5.6|. Reported procedure: 2,6-Difluoro-N-1H-pyrazol-4-ylbenzamide (for a preparation see Intermediate 2; 86 mg, 0.385 mmol) was dissolved in DMF (2.5 ml), sodium iodide (21 mg, 0.140 mmol), potassium carbonate (169 mg, 1.22 mmol) and 2-(bromomethyl)-4-chloro-1-[(phenylmethyl)oxy]benzene (synthesised according to Bioorganic & Medicinal Chemistry Letters (2009), 19, 2599-2603; 121 mg, 0.388 mmol) were then added using further DMF (2.5 ml). The reaction was then stirred overnight. Further 2-(bromomethyl)-4-chloro-1-[(phenyl... Starting materials: C(C)(C)(C)OC(NCC=CCNC(CCCCC(C1=CC=C(C=C1)F)C1=CC=C(C=C1)F)=O)=O ({4-[6,6-Bis-(4-fluoro-phenyl)-hexanoylamino]-but-2-enyl}-carbamic acid tert-butyl ester), C(=O)(C(F)(F)F)O (TFA). Run in C(Cl)Cl (CH2Cl2). Run at time 2 hour. Product: NCC=CCNC(CCCCC(C1=CC=C(C=C1)F)C1=CC=C(C=C1)F)=O (6,6-Bis-(4-fluoro-phenyl)-hexanoic acid (4-amino-but-2-enyl)-amide). Reaction SMILES: C(OC(=O)[NH:7][CH2:8][CH:9]=[CH:10][CH2:11][NH:12][C:13](=[O:33])[CH2:14][CH2:15][CH2:16][CH2:17][CH:18]([C:26]1[CH:31]=[CH:30][C:29]([F:32])=[CH:28][CH:27]=1)[C:19]1[CH:24]=[CH:23][C:22]([F:25])=[CH:21][CH:20]=1)(C)(C)C.C(O)(C(F)(F)F)=O>C(Cl)Cl>[NH2:7][CH2:8][CH:9]=[CH:10][CH2:11][NH:12][C:13](=[O:33])[CH2:14][CH2:15][CH2:16][CH2:17][CH:18]([C:26]1[CH:31]=[CH:30][C:29]([F:32])=[CH:28][CH:27]=1)[C:19]1[CH:24]=[CH:23][C:22]([F:25])=[CH:21][CH:20]=1. Procedure details: {4-[6,6-Bis-(4-fluoro-phenyl)-hexanoylamino]-but-2-enyl}-carbamic acid tert-butyl ester (1.6 g, 4.3 mmol) was dissolved in dry CH2Cl2 (50 ml) followed by addition of TFA (20 ml). The resulting solution was stirred at room temperature for 2 hrs. The solution was concentrated under reduced pressure. The resulting residue was dissolved in water (20 ml) and pH of the solution was adjusted to 10. The water phase was extracted with CH2Cl2 (100 ml), and dried over magnesium sulfate. The solvent was eva...